This data is from the Open Reaction Database (ORD), a public repository of structured organic reaction records. The task is: describe an organic reaction: reactants, conditions, products, and yield Starting materials: product, C(C)(C)(C)[O-].[K+] (potassium tert-butanolate), FC1=C(C=CC=C1)[N+](=O)[O-] (2-fluoro-nitrobenzene), C1(CCCCC1)C1=CC=C(N)C=C1 (4-cyclohexylaniline). The solvent is CS(=O)C (DMSO). Yields the product C1(CCCCC1)C1=CC=C(C=C1)NC1=C(C=CC=C1)[N+](=O)[O-] ((4-cyclohexyl-phenyl)-(2-nitro-phenyl)-amine). Reaction SMILES: F[C:2]1[CH:7]=[CH:6][CH:5]=[CH:4][C:3]=1[N+:8]([O-:10])=[O:9].[CH:11]1([C:17]2[CH:23]=[CH:22][C:20]([NH2:21])=[CH:19][CH:18]=2)[CH2:16][CH2:15][CH2:14][CH2:13][CH2:12]1.C([O-])(C)(C)C.[K+]>CS(C)=O>[CH:11]1([C:17]2[CH:18]=[CH:19][C:20]([NH:21][C:2]3[CH:7]=[CH:6][CH:5]=[CH:4][C:3]=3[N+:8]([O-:10])=[O:9])=[CH:22][CH:23]=2)[CH2:12][CH2:13][CH2:14][CH2:15][CH2:16]1 |f:2.3|. Reported procedure: The product (280 mg) is obtained according to the method of stage 1 of Example 4, by using 400 μL of 2-fluoro-nitrobenzene and 1 g of 4-cyclohexylaniline in the presence of 683 mg of potassium tert-butanolate in 4 mL of DMSO. The reactants are C1CCOC1, C[Si](C)(C)[N-][Si](C)(C)C, Cc1cc(=O)oc2cc(C#N)ccc12, O=C(Cl)c1ccc(Cl)cc1, [Li+]. The product is Cc1c(C(=O)c2ccc(Cl)cc2)c(=O)oc2cc(C#N)ccc12. As a reaction SMILES: [CH2:35]1[O:36][CH2:37][CH2:38][CH2:39]1.[CH3:16][Si:17]([N-:18][Si:19]([CH3:20])([CH3:21])[CH3:22])([CH3:23])[CH3:24].[CH3:1][c:2]1[cH:3][c:4](=[O:14])[o:5][c:6]2[cH:7][c:8]([C:12]#[N:13])[cH:9][cH:10][c:11]12.[Cl:25][c:26]1[cH:27][cH:28][c:29]([C:30](=[O:31])[Cl:32])[cH:33][cH:34]1.[Li+:15]>>[CH3:1][c:2]1[c:3]([C:30]([c:29]2[cH:28][cH:27][c:26]([Cl:25])[cH:34][cH:33]2)=[O:31])[c:4](=[O:14])[o:5][c:6]2[cH:7][c:8]([C:12]#[N:13])[cH:9][cH:10][c:11]12. Reactants: ClC=1C=C(C=CC1Cl)S(=O)(=O)CC(CCC(=O)OC)C(N(CCCCC)CCCCC)=O (methyl 5-(3,4-dichlorophenylsulfonyl)-4-(N,N-dipentylcarbamoyl)pentanoate), [OH-].[Na+] (sodium hydroxide). The solvent is C(C)O (ethanol). Run at time 16 hour. Yields the product ClC=1C=C(C=CC1Cl)S(=O)(=O)CC(CCC(=O)O)C(N(CCCCC)CCCCC)=O (5-(3,4-dichlorophenylsulfonyl)-4-(N,N-dipentylcarbamoyl)pentanoic acid). Yield: 97.5%. As a reaction SMILES: [Cl:1][C:2]1[CH:3]=[C:4]([S:9]([CH2:12][CH:13]([C:20](=[O:32])[N:21]([CH2:27][CH2:28][CH2:29][CH2:30][CH3:31])[CH2:22][CH2:23][CH2:24][CH2:25][CH3:26])[CH2:14][CH2:15][C:16]([O:18]C)=[O:17])(=[O:11])=[O:10])[CH:5]=[CH:6][C:7]=1[Cl:8].[OH-].[Na+]>C(O)C>[Cl:1][C:2]1[CH:3]=[C:4]([S:9]([CH2:12][CH:13]([C:20](=[O:32])[N:21]([CH2:22][CH2:23][CH2:24][CH2:25][CH3:26])[CH2:27][CH2:28][CH2:29][CH2:30][CH3:31])[CH2:14][CH2:15][C:16]([OH:18])=[O:17])(=[O:10])=[O:11])[CH:5]=[CH:6][C:7]=1[Cl:8] |f:1.2|. Procedure details: To a solution of methyl 5-(3,4-dichlorophenylsulfonyl)-4-(N,N-dipentylcarbamoyl)pentanoate (40.3 g) in ethanol (500 ml) was added a 2N sodium hydroxide solution (40 ml). After stirring at room temperature for 16 hours, the reaction mixture was concentrated in vacuo, acidified with a dilute hydrochloric acid, and extracted with chloroform. The organic layer was washed with water, dried over MgSO4, and evaporated at reduced pressure. The residue was recrystallized from diethyl ether-hexane to give... The reactants are Cn1cc(Br)c2cnc(NC(=O)OC(C)(C)C)cc21, COC(=O)c1ccc(C(=O)Cl)cc1, Cl, O. Yields the product COC(=O)c1ccc(C(=O)Nc2cc3c(cn2)c(Br)cn3C)cc1. As a reaction SMILES: [Br:1][c:2]1[cH:3][n:4]([CH3:19])[c:5]2[c:6]1[cH:7][n:8][c:9]([NH:11][C:12]([O:13][C:14]([CH3:15])([CH3:16])[CH3:17])=[O:18])[cH:10]2.[Cl:20][C:21](=[O:22])[c:23]1[cH:24][cH:25][c:26]([C:27](=[O:28])[O:29][CH3:30])[cH:31][cH:32]1.[ClH:34].[OH2:33]>>[Br:1][c:2]1[cH:3][n:4]([CH3:19])[c:5]2[c:6]1[cH:7][n:8][c:9]([NH:11][C:12](=[O:18])[c:23]1[cH:24][cH:25][c:26]([C:27](=[O:28])[O:29][CH3:30])[cH:31][cH:32]1)[cH:10]2. Reactants: C(C)(C)(C)OCC(CO)O (3-tert-butoxy-1,2-propanediol), C(C)C1=C(C=CC(=C1)S(=O)(=O)OOC(C)CC)C (2-n-butoxy ethyl-toluene-p-sulfonate), [H-].[Na+] (sodium hydride). Yields the product C(C)(C)(C)OCC(COCCOCCCC)OCCOCCCC (1-tert-butyloxy-2,3-di(2-n-butoxy ethoxy)propane). As a reaction SMILES: [C:1]([O:5][CH2:6][CH:7]([OH:10])[CH2:8][OH:9])([CH3:4])([CH3:3])[CH3:2].C(C1C=C(S(OO[CH:24]([CH2:26][CH3:27])[CH3:25])(=O)=O)C=CC=1C)C.[H-].[Na+]>>[C:1]([O:5][CH2:6][CH:7]([O:10][CH2:7][CH2:8][O:9][CH2:27][CH2:26][CH2:24][CH3:25])[CH2:8][O:9][CH2:2][CH2:1][O:5][CH2:25][CH2:24][CH2:26][CH3:27])([CH3:4])([CH3:3])[CH3:2] |f:2.3|. Reported procedure: Compound 25 was prepared using a method similar to that described for 23. The o reagents used were as follows, compound 17 (25.5 g, 0.172 mol.), compound 19 (91.5 g, 0.336 mol.), sodium hydride (60% by wt. in mineral oil (14.0 g, 0.350 mol.). The final product was a colorless liquid (30.0 g 60%) (bpt. 100°-120 0° C., 0.06 torr.): 1H-NMR (CDCl3), d (ppm) 3.8-3.4 (m, 17H), 1.55 (m, 4H, CH2), 1.2 (s, 9H, C(CH3)3), 0.9 (t, 6H, --CH3). Mass spectroscopy, m/e 349 MH+. The reactants are ClC1=C(C(=CC=C1)Cl)SC=1N(C=CN1)C (2-[(2,6-Dichlorophenyl)thio]-1-methyl-1H-imidazole), Cl (hydrogen chloride). Run in CCOCC (ether), ClCCl (dichloromethane). Yields the product Cl.ClC1=C(C(=CC=C1)Cl)SC=1N(C=CN1)C (2-[(2,6-Dichlorophenyl)thio]-1-methyl-1H-imidazole hydrochloride). Yield: 77.0%. Reaction SMILES: [Cl:1][C:2]1[CH:7]=[CH:6][CH:5]=[C:4]([Cl:8])[C:3]=1[S:9][C:10]1[N:11]([CH3:15])[CH:12]=[CH:13][N:14]=1.Cl>CCOCC.ClCCl>[ClH:1].[Cl:8][C:4]1[CH:5]=[CH:6][CH:7]=[C:2]([Cl:1])[C:3]=1[S:9][C:10]1[N:11]([CH3:15])[CH:12]=[CH:13][N:14]=1 |f:4.5|. Procedure: The product from Example 17 was treated with hydrogen chloride in ether and dichloromethane to give a 77% yield of the product as colorless prisms, mp 211°-222° C. Reactants: ClCC=1N=C(SC1)C (4-(chloromethyl)-2-methylthiazole), C(C1=CC=CC=C1)N1NC(C=2[C@@H]3CC[C@](C12)(C3(C)C)C)=O ((4R,7S)-1-benzyl-7,8,8-trimethyl-1,2,4,5,6,7-hexahydro-4,7-methano-indazol-3-one), C(C1=CC=CC=C1)N1NC(C=2[C@@H]3CC[C@](C12)(C3(C)C)C)=O ((4R,7S)-1-benzyl-7,8,8-trimethyl-1,2,4,5,6,7-hexahydro-4,7-methano-indazol-3-one), ClCC=1N=C(SC1)C (4-(chloromethyl)-2-methylthiazole). The reagents and catalysts are [I-].C(CCC)[N+](CCCC)(CCCC)CCCC (tetrabutylammonium iodide). Solvent: CN(C=O)C (dimethylformamide). Run at temperature 110 celsius. The product is C(C1=CC=CC=C1)N1N(C(C=2[C@@H]3CC[C@](C12)(C3(C)C)C)=O)CC=3N=C(SC3)C ((4R,7S)-1-benzyl-7,8,8-trimethyl-2-(2-methyl-thiazol-4-ylmethyl)-1,2,4,5,6,7-hexahydro-4,7-methano-indazol-3-one). Yield: 61.5%. As a reaction SMILES: [CH2:1]([N:8]1[C:16]2[C@:15]3([CH3:20])[C:17]([CH3:19])([CH3:18])[C@@H:12]([CH2:13][CH2:14]3)[C:11]=2[C:10](=[O:21])[NH:9]1)[C:2]1[CH:7]=[CH:6][CH:5]=[CH:4][CH:3]=1.Cl[CH2:23][C:24]1[N:25]=[C:26]([CH3:29])[S:27][CH:28]=1>[I-].C([N+](CCCC)(CCCC)CCCC)CCC.CN(C)C=O>[CH2:1]([N:8]1[C:16]2[C@:15]3([CH3:20])[C:17]([CH3:18])([CH3:19])[C@@H:12]([CH2:13][CH2:14]3)[C:11]=2[C:10](=[O:21])[N:9]1[CH2:23][C:24]1[N:25]=[C:26]([CH3:29])[S:27][CH:28]=1)[C:2]1[CH:3]=[CH:4][CH:5]=[CH:6][CH:7]=1 |f:2.3|. Procedure: A solution of (4R,7S)-1-benzyl-7,8,8-trimethyl-1,2,4,5,6,7-hexahydro-4,7-methano-indazol-3-one (Intermediate 49; 109 mg, 0.38 mmol), tetrabutylammonium iodide (147 mg, 0.39 mmol) and 4-(chloromethyl)-2-methylthiazole (Maybridge plc, Tintagel, Cornwall, UK; 60 mg, 0.40 mmol) in dimethylformamide (3.9 mL) was heated at 100° C. for 24 h. A second portion of 4-(chloromethyl)-2-methylthiazole (120 mg, 0.81 mmol) was added and the mixture was heated at 110° C. overnight. The solvent was evaporated and... Starting materials: CC(C)C(NC(=O)OCc1ccccc1)C(=O)OCC(COC(=O)CCC(=O)O)OC(=O)C(NC(=O)OCc1ccccc1)C(C)C, C(=NC1CCCCC1)=NC1CCCCC1, Nc1nc2c(ncn2C2CC(F)C(CO)O2)c(=O)[nH]1, CN(C)C=O, On1nnc2ccccc21. The product is CC(C)C(NC(=O)OCc1ccccc1)C(=O)OCC(COC(=O)CCC(=O)OCC1OC(n2cnc3c(=O)[nH]c(N)nc32)CC1F)OC(=O)C(NC(=O)OCc1ccccc1)C(C)C. Reaction SMILES: [C:30](=[O:31])([O:32][CH2:33][c:34]1[cH:35][cH:36][cH:37][cH:38][cH:39]1)[NH:40][CH:41]([CH:42]([CH3:43])[CH3:44])[C:45](=[O:46])[O:47][CH:48]([CH2:49][O:50][C:51]([CH2:52][CH2:53][C:54](=[O:55])[OH:56])=[O:57])[CH2:58][O:59][C:60]([CH:61]([NH:62][C:63](=[O:64])[O:65][CH2:66][c:67]1[cH:68][cH:69][cH:70][cH:71][cH:72]1)[CH:73]([CH3:74])[CH3:75])=[O:76].[CH:77]1([N:78]=[C:79]=[N:80][CH:81]2[CH2:82][CH2:83][CH2:84][CH2:85][CH2:86]2)[CH2:87][CH2:88][CH2:89][CH2:90][CH2:91]1.[F:1][CH:2]1[CH2:3][CH:4]([n:9]2[cH:10][n:11][c:12]3[c:13](=[O:14])[nH:15][c:16]([NH2:17])[n:18][c:19]23)[O:5][CH:6]1[CH2:7][OH:8].[O:92]=[CH:93][N:94]([CH3:95])[CH3:96].[OH:20][n:21]1[c:22]2[c:23]([cH:24][cH:25][cH:26][cH:27]2)[n:28][n:29]1>>[F:1][CH:2]1[CH2:3][CH:4]([n:9]2[cH:10][n:11][c:12]3[c:13](=[O:14])[nH:15][c:16]([NH2:17])[n:18][c:19]23)[O:5][CH:6]1[CH2:7][O:8][C:54]([CH2:53][CH2:52][C:51]([O:50][CH2:49][CH:48]([O:47][C:45]([CH:41]([NH:40][C:30](=[O:31])[O:32][CH2:33][c:34]1[cH:35][cH:36][cH:37][cH:38][cH:39]1)[CH:42]([CH3:43])[CH3:44])=[O:46])[CH2:58][O:59][C:60]([CH:61]([NH:62][C:63](=[O:64])[O:65][CH2:66][c:67]1[cH:68][cH:69][cH:70][cH:71][cH:72]1)[CH:73]([CH3:74])[CH3:75])=[O:76])=[O:57])=[O:55].